From a dataset of the Open Reaction Database (ORD), a public repository of structured organic reaction records. describe an organic reaction: reactants, conditions, products, and yield Reactants: CCOC(=O)c1ccccc1CCC(=O)O, ClCCl, CN(C)c1ccncc1, Nc1cccc(C=Cc2nc(C3CCC3)cs2)c1. Yields the product CCOC(=O)c1ccccc1CCC(=O)Nc1cccc(C=Cc2nc(C3CCC3)cs2)c1. RXN SMILES: [CH2:1]([CH3:2])[O:3][C:4](=[O:5])[c:6]1[c:7]([CH2:12][CH2:13][C:14](=[O:15])[OH:16])[cH:8][cH:9][cH:10][cH:11]1.[CH2:44]([Cl:45])[Cl:46].[CH3:35][N:36]([CH3:37])[c:38]1[cH:39][cH:40][n:41][cH:42][cH:43]1.[CH:17]1([c:21]2[n:22][c:23]([CH:26]=[CH:27][c:28]3[cH:29][c:30]([NH2:34])[cH:31][cH:32][cH:33]3)[s:24][cH:25]2)[CH2:18][CH2:19][CH2:20]1>>[CH2:1]([CH3:2])[O:3][C:4](=[O:5])[c:6]1[c:7]([CH2:12][CH2:13][C:14](=[O:16])[NH:34][c:30]2[cH:29][c:28]([CH:27]=[CH:26][c:23]3[n:22][c:21]([CH:17]4[CH2:18][CH2:19][CH2:20]4)[cH:25][s:24]3)[cH:33][cH:32][cH:31]2)[cH:8][cH:9][cH:10][cH:11]1. Reactants: FC1=C(C=CC(=C1F)CCC)B(O)O (2,3-difluoro-4-propylphenylboronic acid), [F-].[K+] (potassium fluoride), BrC1=C(C(=CC(=C1)CCC)F)OC (2-bromo-6-fluoro-4-propylanisole), BrC1=C(C(=CC(=C1)CCC)F)O (2-bromo-6-fluoro-4-propylphenol), S(=O)(=O)(OC)OC (dimethyl sulfate), C([O-])([O-])=O.[K+].[K+] (potassium carbonate). The reagents and catalysts are C=1C=CC(=CC1)/C=C/C(=O)/C=C/C2=CC=CC=C2.C=1C=CC(=CC1)/C=C/C(=O)/C=C/C2=CC=CC=C2.C=1C=CC(=CC1)/C=C/C(=O)/C=C/C2=CC=CC=C2.[Pd].[Pd] (tris(dibenzylideneacetone)dipalladium(0)). Run in C1CCOC1 (THF), CC(=O)C (acetone). The product is BrC1=C(C(=CC(=C1)CCC)F)O (2-bromo-6-fluoro-4-propylphenol), BrC1=CC(=CC(=C1)F)CCC (1-bromo-5-fluoro-3-propylbenzene). As a reaction SMILES: FC1C(F)=C(CCC)C=CC=1B(O)O.[F-].[K+].[Br:17][C:18]1[CH:23]=[C:22]([CH2:24][CH2:25][CH3:26])[CH:21]=[C:20]([F:27])[C:19]=1[O:28]C.[Br:30][C:31]1[CH:36]=[C:35]([CH2:37][CH2:38][CH3:39])[CH:34]=[C:33]([F:40])[C:32]=1O.S(OC)(OC)(=O)=O.C(=O)([O-])[O-].[K+].[K+]>CC(C)=O.C1COCC1.C1C=CC(/C=C/C(/C=C/C2C=CC=CC=2)=O)=CC=1.C1C=CC(/C=C/C(/C=C/C2C=CC=CC=2)=O)=CC=1.C1C=CC(/C=C/C(/C=C/C2C=CC=CC=2)=O)=CC=1.[Pd].[Pd]>[Br:17][C:18]1[CH:23]=[C:22]([CH2:24][CH2:25][CH3:26])[CH:21]=[C:20]([F:27])[C:19]=1[OH:28].[Br:30][C:31]1[CH:32]=[C:33]([F:40])[CH:34]=[C:35]([CH2:37][CH2:38][CH3:39])[CH:36]=1 |f:1.2,6.7.8,11.12.13.14.15|. Reported procedure: Under protective gas, 10.7 g of 2,3-difluoro-4-propylphenylboronic acid (prepared from 1,2-difluoro-3-propylbenzene by lithiation with n-BuLi in THF at −70° C. and subsequent reaction with trimethyl borate according to J. Chem. Soc., Perkin Trans. II 1989, 2041), 8.9 g of anhydrous potassium fluoride and 0.64 g of tris(dibenzylideneacetone)dipalladium(0) are initially charged, and admixed successively with a solution of 11.5 g of 2-bromo-6-fluoro-4-propylanisole (prepared by etherification of 2-...